Dataset: the Open Reaction Database (ORD), a public repository of structured organic reaction records. Task: describe an organic reaction: reactants, conditions, products, and yield Starting materials: ClC=1C=CC2=C(OC(CO2)CN)C1 (2,3-Dihydro-7-chloro-1,4-benzodioxin-2-methanamine), [I-].[Na+] (sodium iodide), ClCCCOC1=CC=C2C=CC(OC2=C1)=O (7-(3-chloropropoxy)coumarin), C(C)(C)N(CC)C(C)C (diisopropylethylamine). The solvent is CN(C)C=O (DMF). The product is ClC=1C=CC2=C(OC(CO2)CNCCCOC2=CC3=C(C=CC(O3)=O)C=C2)C1 (7-[3-[[(2.3-Dihydro-7-chloro-1,4-benzodioxin-2-yl)methyl]amino]propoxy]-2H-1-benzopyran-2-one). Yield: 8.5%. As a reaction SMILES: [Cl:1][C:2]1[CH:3]=[CH:4][C:5]2[O:10][CH2:9][CH:8]([CH2:11][NH2:12])[O:7][C:6]=2[CH:13]=1.Cl[CH2:15][CH2:16][CH2:17][O:18][C:19]1[CH:28]=[C:27]2[C:22]([CH:23]=[CH:24][C:25](=[O:29])[O:26]2)=[CH:21][CH:20]=1.C(N(C(C)C)CC)(C)C.[I-].[Na+]>CN(C=O)C>[Cl:1][C:2]1[CH:3]=[CH:4][C:5]2[O:10][CH2:9][CH:8]([CH2:11][NH:12][CH2:15][CH2:16][CH2:17][O:18][C:19]3[CH:20]=[CH:21][C:22]4[CH:23]=[CH:24][C:25](=[O:29])[O:26][C:27]=4[CH:28]=3)[O:7][C:6]=2[CH:13]=1 |f:3.4|. Reported procedure: 2,3-Dihydro-7-chloro-1,4-benzodioxin-2-methanamine (1.72 g, 8.62 mmole), 7-(3-chloropropoxy)coumarin (1.88 g, 7.88 mmole), diisopropylethylamine (7.5 ml, 43.1 mmole) and sodium iodide (1.37 g, 9.14 mmole) were combined in 200 ml of DMF and heated at 80°-100° C. for 3 days under a nitrogen atmosphere. The solvent was then removed in vacuum and the residue was column chromatographed on silica gel using first 0.5% methanol/dichloromethane and then 1% methanol/dichloromethane as eluant. The product-... The reactants are [Cl-].[Na+] (sodium chloride), C(C1=CC=CC=C1)OC=1C=C(C=CC1OCC1=CC=CC=C1)CC(CN1CCN(CC1)C1=CC=CC=C1)NS(=O)(=O)C=1C=2C=CN=CC2C=CC1 (N-{1-[(3,4-Dibenzyloxyphenyl)Methyl]-2-(4-Phenylpiperazinyl)Ethyl}-5-Isoquinoline Sulfonamide), CI (methyl iodide), [H-].[Na+] (sodium hydride). The solvent is CN(C=O)C (dimethylformamide). Conditions: time 2 hour. Yields the product C(C1=CC=CC=C1)OC=1C=C(C=CC1OCC1=CC=CC=C1)CC(CN1CCN(CC1)C1=CC=CC=C1)N(S(=O)(=O)C=1C=2C=CN=CC2C=CC1)C (N-{1-[(3,4-Dibenzyloxyphenyl)Methyl]-2-(4-Phenylpiperazinyl)Ethyl}-N-Methyl-5-Isoquinoline Sulfonamide). As a reaction SMILES: [CH2:1]([O:8][C:9]1[CH:10]=[C:11]([CH2:23][CH:24]([NH:38][S:39]([C:42]2[C:43]3[CH:44]=[CH:45][N:46]=[CH:47][C:48]=3[CH:49]=[CH:50][CH:51]=2)(=[O:41])=[O:40])[CH2:25][N:26]2[CH2:31][CH2:30][N:29]([C:32]3[CH:37]=[CH:36][CH:35]=[CH:34][CH:33]=3)[CH2:28][CH2:27]2)[CH:12]=[CH:13][C:14]=1[O:15][CH2:16][C:17]1[CH:22]=[CH:21][CH:20]=[CH:19][CH:18]=1)[C:2]1[CH:7]=[CH:6][CH:5]=[CH:4][CH:3]=1.[H-].[Na+].[CH3:54]I.[Cl-].[Na+]>CN(C)C=O>[CH2:1]([O:8][C:9]1[CH:10]=[C:11]([CH2:23][CH:24]([N:38]([CH3:54])[S:39]([C:42]2[C:43]3[CH:44]=[CH:45][N:46]=[CH:47][C:48]=3[CH:49]=[CH:50][CH:51]=2)(=[O:41])=[O:40])[CH2:25][N:26]2[CH2:27][CH2:28][N:29]([C:32]3[CH:37]=[CH:36][CH:35]=[CH:34][CH:33]=3)[CH2:30][CH2:31]2)[CH:12]=[CH:13][C:14]=1[O:15][CH2:16][C:17]1[CH:18]=[CH:19][CH:20]=[CH:21][CH:22]=1)[C:2]1[CH:7]=[CH:6][CH:5]=[CH:4][CH:3]=1 |f:1.2,4.5|. Reported procedure: 470 mg of the amorphous compound obtained in Example 5 was dissolved in 8 ml of dimethylformamide, and to the solution were sequentially added 30 mg of 60% sodium hydride and 0.1 ml of methyl iodide with ice cooling, and after stirring for two hours with ice cooling was added saturated sodium chloride, and the mixture was extracted with 50 ml of ethyl acetate. The extract was washed with saturated sodium chloride aqueous solution, dried over magnesium sulfate and concentrated under a reduced pre... Starting materials: [BH4-], O=Cc1ccc(Br)o1, CC(C)CN, CO, [Na+]. Product: CC(C)CNCc1ccc(Br)o1. Reaction SMILES: [BH4-:14].[Br:1][c:2]1[cH:3][cH:4][c:5]([CH:7]=[O:8])[o:6]1.[CH2:9]([CH:10]([CH3:11])[CH3:12])[NH2:13].[CH3:16][OH:17].[Na+:15]>>[Br:1][c:2]1[cH:3][cH:4][c:5]([CH2:7][NH:13][CH2:9][CH:10]([CH3:11])[CH3:12])[o:6]1. Reactants: C(C)(=O)O (acetic acid), C(C)(=O)OC(C)=O (acetic anhydride), C(C)(=O)OC[C@H]1OCO[C@@H]1COC(C)=O ((4R,5R)-4,5-bis(acetoxymethyl)-1,3-dioxolane). The reagents and catalysts are [Cl-].[Zn+2].[Cl-] (zinc chloride). Conditions: time 8 hour. Yields the product C(C)(=O)OCO[C@H](COC(C)=O)[C@@H](COC(C)=O)OC(C)=O ((2R,3R)-2-acetoxymethoxy-1,3,4-triacetoxybutane). Reaction SMILES: [C:1]([O:4][C:5](=[O:7])[CH3:6])(=[O:3])C.[C:8]([O:11][CH2:12][C@@H:13]1[C@@H:17]([CH2:18][O:19][C:20](=[O:22])[CH3:21])[O:16][CH2:15][O:14]1)(=[O:10])[CH3:9].[C:23](O)(=O)C>[Cl-].[Zn+2].[Cl-]>[C:5]([O:4][CH2:1][O:3][C@@H:13]([C@H:17]([O:16][C:15](=[O:14])[CH3:23])[CH2:18][O:19][C:20](=[O:22])[CH3:21])[CH2:12][O:11][C:8](=[O:10])[CH3:9])(=[O:7])[CH3:6] |f:3.4.5|. Procedure details: 100 ml of acetic anhydride was added to 70.12 g of (4R,5R)-4,5-bis(acetoxymethyl)-1,3-dioxolane obtained in Example 4 and mixed at room temperature to dissolve. After the addition of 3.05 g of anhydrous zinc chloride and 10 ml of glacial acetic acid, the mixture was stirred overnight. The resultant reaction mixture was extracted with 700 ml of ethyl acetate, neutralized with saturated aqueous solution of sodium hydrogen carbonate, washed with water and saturated aqueous solution of sodium chlori... Reactants: CCCCC(CC)C(=O)O (2-EHA), C(C=C)(=O)OCC(CCCC)CC (2-ethylhexyl acrylate), C([O-])([O-])=O.[Cs+].[Cs+] (cesium carbonate). Solvent: C(C)#N (acetonitrile). Product: CC(=O)C.C(C(C)C)C(=O)C.C(C)C(=O)C.C1(CCCCC1)=O (Acetone Methyl Isobutyl Ketone Methyl Ethyl Ketone Cyclohexanone). The yield is 99.0%. As a reaction SMILES: [CH3:1][CH2:2][CH2:3][CH2:4][CH:5]([C:8]([OH:10])=[O:9])[CH2:6]C.[C:11](O[CH2:16][CH:17]([CH2:22]C)[CH2:18][CH2:19][CH2:20]C)(=O)C=C.[C:24](=O)([O-])[O-].[Cs+].[Cs+]>C(#N)C>[CH3:11][C:8]([CH3:5])=[O:10].[CH2:18]([C:19]([CH3:20])=[O:9])[CH:17]([CH3:22])[CH3:16].[CH2:5]([C:8]([CH3:24])=[O:10])[CH3:6].[C:8]1(=[O:10])[CH2:1][CH2:2][CH2:3][CH2:4][CH2:5]1 |f:2.3.4,6.7.8.9|. Reported procedure: A procedure similar to that of Example 2 was used for the reaction with 2-EHA. Starting from the TAIT product described in the preceding paragraph (1.0 g, ca. 4.5 mmol), 2-ethylhexyl acrylate (0.82 g, 4.5 mmol) and cesium carbonate (0.75 g, 2.25 mmol) in acetonitrile (20 mL), the product was isolated as a yellow oil and solid mixture (1.8 g, 99 %). IR: 3325, 2933, 2860, 1732, 1480 cm−1. The reactants are BrC=1C=C(C=CC1)N1C([C@H]2[C@@H](C1=O)[C@H](SC2)[Si](C)(C)C)=O ((3S,3aS,6aR)-5-(3-bromo-phenyl)-3-trimethylsilanyl-tetrahydro-thieno[3,4-c]pyrrole-4,6-dione), [F-].[Cs+] (cesium fluoride), O (Water), C1=CC=CC=C1 (benzene). The reagents and catalysts are O (water). The solvent is CN(C)P(=O)(N(C)C)N(C)C (HMPA). Run at temperature 80 celsius. Yields the product BrC=1C=C(C=CC1)N1C([C@@H]2[C@H](C1=O)CSC2)=O ((3aR,6aS)-5-(3-bromo-phenyl)-tetrahydro-thieno[3,4-c]pyrrole-4,6-dione). Yield: 56.0%. Reaction SMILES: [Br:1][C:2]1[CH:3]=[C:4]([N:8]2[C:12](=[O:13])[C@H:11]3[C@@H:14]([Si](C)(C)C)[S:15][CH2:16][C@H:10]3[C:9]2=[O:21])[CH:5]=[CH:6][CH:7]=1.[F-].[Cs+].O.C1C=CC=CC=1>CN(P(N(C)C)(N(C)C)=O)C.O>[Br:1][C:2]1[CH:3]=[C:4]([N:8]2[C:9](=[O:21])[C@@H:10]3[CH2:16][S:15][CH2:14][C@@H:11]3[C:12]2=[O:13])[CH:5]=[CH:6][CH:7]=1 |f:1.2|. Reported procedure: To a solution of (3S,3aS,6aR)-5-(3-bromo-phenyl)-3-trimethylsilanyl-tetrahydro-thieno[3,4-c]pyrrole-4,6-dione (637 mg, 1.66 mmol) in HMPA (5 ml) and water (2 drops) was added powdered cesium fluoride (254 mg, 1.66 mmol). The mixture was heated (80° C., oil bath) for 8 hours and then stirred over night at ambient. Water (50 ml) and benzene (60 ml) were added and the material was shaken. The organic phase was collected and washed with brine (50 ml). The benzene phase was collected and the aqueous ... Starting materials: ClC1=CC=C(C=C1)C(O)(C=1C=C2C(=CC(=NC2=C(C1)Br)OC(C)(C)C)Br)C1=CC=C(C=C1)Cl (bis(4-chlorophenyl)[4,8-dibromo-2-(tert-butoxy)quinolin-6-yl]methanol), C(C)[SiH](CC)CC (triethylsilane), FC(C(=O)O)(F)F (trifluoroacetic acid). Run in C(Cl)Cl (DCM), ClCCl (dichloromethane). Reaction conditions: temperature 25 celsius, time 8 hour. The product is ClC1=CC=C(C=C1)C(C=1C=C2C(=CC(=NC2=C(C1)Br)O)Br)C1=CC=C(C=C1)Cl (6-[bis(4-chlorophenyl)methyl]-4,8-dibromoquinolin-2-ol). Reaction SMILES: [Cl:1][C:2]1[CH:7]=[CH:6][C:5]([C:8]([C:27]2[CH:32]=[CH:31][C:30]([Cl:33])=[CH:29][CH:28]=2)([C:10]2[CH:11]=[C:12]3[C:17](=[C:18]([Br:20])[CH:19]=2)[N:16]=[C:15]([O:21]C(C)(C)C)[CH:14]=[C:13]3[Br:26])O)=[CH:4][CH:3]=1.C([SiH](CC)CC)C.FC(F)(F)C(O)=O>C(Cl)Cl>[Cl:1][C:2]1[CH:7]=[CH:6][C:5]([CH:8]([C:27]2[CH:32]=[CH:31][C:30]([Cl:33])=[CH:29][CH:28]=2)[C:10]2[CH:11]=[C:12]3[C:17](=[C:18]([Br:20])[CH:19]=2)[N:16]=[C:15]([OH:21])[CH:14]=[C:13]3[Br:26])=[CH:4][CH:3]=1. Procedure details: Into a 100-mL round-bottom flask, was placed bis(4-chlorophenyl)[4,8-dibromo-2-(tert-butoxy)quinolin-6-yl]methanol (500 mg, 0.82 mmol, 1.00 equip), dichloromethane (50 mL), triethylsilane (1 mL), and trifluoroacetic acid (2 mL). The resulting solution was stirred overnight at 25° C. The resulting solution was diluted with DCM (100 mL). The resulting mixture was washed with saturated sodium bicarbonate (3×100 mL) and dried over anhydrous sodium sulfate. The solids were filtered out. The resulting... The reactants are NC1=NC(=CC=C1)N (2,6-diaminopyridine), C(C(O)CC(=O)O)(=O)O (malic acid), S(O)(O)(=O)=O (sulfuric acid). The product is S(O)(O)(=O)=O.NC1=NC2=NC(=CC=C2C=C1)O (2-amino-7-hydroxy-1,8-naphthyridine sulfuric acid salt). Reaction SMILES: [NH2:1][C:2]1[CH:7]=[CH:6][CH:5]=[C:4]([NH2:8])[N:3]=1.C(O)(=O)[CH:10]([CH2:12][C:13](O)=O)[OH:11].[S:18](=[O:22])(=[O:21])([OH:20])[OH:19]>>[S:18](=[O:20])(=[O:19])([OH:22])[OH:21].[NH2:1][C:2]1[CH:7]=[CH:6][C:5]2[C:4](=[N:8][C:10]([OH:11])=[CH:12][CH:13]=2)[N:3]=1 |f:3.4|. Procedure details: In step 1 of the method, commercially available 2,6-diaminopyridine (e.g., Aldrich, Milwaukee, Wis.) is reacted with malic acid in sulfuric acid to provide 2-amino-7-hydroxy-1,8-naphthyridine sulfuric acid salt. It is noted that 2-amino-7-hydroxy-1,8-naphthyridine free base is described in S. Carboni et al., Gazz. Chim. Ital., 95, 1498 (1965).